This data is from the Open Reaction Database (ORD), a public repository of structured organic reaction records. The task is: describe an organic reaction: reactants, conditions, products, and yield Reactants: [H-].C(C(C)C)[Al+]CC(C)C (diisobutylaluminum hydride), COC=1C=C(C=CC1OC=1C=NC=CC1)/C=C/C(=O)OCC (ethyl (E)-3-[3-methoxy-4-(3-pyridyloxy)phenyl]acrylate), O (water). Run in C1(=CC=CC=C1)C (toluene), C1(=CC=CC=C1)C (toluene). Reaction conditions: time 30 minute. The product is COC=1C=C(C=CC1OC=1C=NC=CC1)/C=C/CO ((E)-3-[3-methoxy-4-(3-pyridyloxy)phenyl]allyl alcohol). The yield is 100.0%. Reaction SMILES: [CH3:1][O:2][C:3]1[CH:4]=[C:5](/[CH:16]=[CH:17]/[C:18](OCC)=[O:19])[CH:6]=[CH:7][C:8]=1[O:9][C:10]1[CH:11]=[N:12][CH:13]=[CH:14][CH:15]=1.[H-].C([Al+]CC(C)C)C(C)C.O>C1(C)C=CC=CC=1>[CH3:1][O:2][C:3]1[CH:4]=[C:5](/[CH:16]=[CH:17]/[CH2:18][OH:19])[CH:6]=[CH:7][C:8]=1[O:9][C:10]1[CH:11]=[N:12][CH:13]=[CH:14][CH:15]=1 |f:1.2|. Procedure details: 2.99 g of ethyl (E)-3-[3-methoxy-4-(3-pyridyloxy)phenyl]acrylate was dissolved in 30 ml of anhydrous toluene. To the solution was dropwise added 22.0 ml of a 1M toluene solution of diisobutylaluminum hydride at -50° C. in a nitrogen atmosphere. The mixture was stirred for 30 minutes at the same temperature. To the reaction mixture was dropwise added 1.6 ml of water. The mixture was stirred for 1 hour at room temperature. The resulting insolubles were removed by filtration. The filtrate was dried... The reactants are Fc1cc(Br)cc(Br)c1, OCc1ccccc1, C1CCOC1, [H-], [Na+], O. Yields the product Brc1cc(Br)cc(OCc2ccccc2)c1. RXN SMILES: [Br:11][c:12]1[cH:13][c:14]([Br:19])[cH:15][c:16]([F:18])[cH:17]1.[CH2:1]([c:2]1[cH:3][cH:4][cH:5][cH:6][cH:7]1)[OH:8].[CH2:21]1[O:22][CH2:23][CH2:24][CH2:25]1.[H-:10].[Na+:9].[OH2:20]>>[CH2:1]([c:2]1[cH:3][cH:4][cH:5][cH:6][cH:7]1)[O:8][c:16]1[cH:15][c:14]([Br:19])[cH:13][c:12]([Br:11])[cH:17]1.